Task: describe an organic reaction: reactants, conditions, products, and yield. Dataset: the Open Reaction Database (ORD), a public repository of structured organic reaction records Reactants: O=C(CCC(=O)O)C1=C(C=C(C=C1)C1CCCCC1)OC (4-oxo-4-(4-cyclohexyl-2-methoxyphenyl)-butyric acid), [BH4-].[Na+] (NaBH4), OS(=O)(=O)O (H2SO4). Run in O1CCOCC1.O (dioxane water), O1CCOCC1.O (dioxane water). Reaction conditions: time 5 hour. Product: OC(CCC(=O)O)C1=C(C=C(C=C1)C1CCCCC1)OC (4-Hydroxy-4-(4-cyclohexyl-2-methoxyphenyl)-butyric acid). RXN SMILES: [BH4-].[Na+].[O:3]=[C:4]([C:10]1[CH:15]=[CH:14][C:13]([CH:16]2[CH2:21][CH2:20][CH2:19][CH2:18][CH2:17]2)=[CH:12][C:11]=1[O:22][CH3:23])[CH2:5][CH2:6][C:7]([OH:9])=[O:8].OS(O)(=O)=O>O1CCOCC1.O>[OH:3][CH:4]([C:10]1[CH:15]=[CH:14][C:13]([CH:16]2[CH2:21][CH2:20][CH2:19][CH2:18][CH2:17]2)=[CH:12][C:11]=1[O:22][CH3:23])[CH2:5][CH2:6][C:7]([OH:9])=[O:8] |f:0.1,4.5|. Reported procedure: 1.06 g of NaBH4 in 90 ml of dioxane-water (1:1) are added dropwise with stirring at room temperature to 1.16 g of 4-oxo-4-(4-cyclohexyl-2-methoxyphenyl)-butyric acid in 200 ml of dioxane-water (1:1). This is left to stand for 5 hours at 22° and then acidified with 2N H2SO4 to pH=2. Most of the dioxane is removed on rotary vapouriser and the aqueous solution is extracted three times with ethyl acetate. The organic phases are washed once with water, dried over Na2SO4 and concentrated. The residue ... Starting materials: CCOCCn1c(CN2CCN(CCN=C=S)CC2)nc2cccnc21, C1CCOC1, Nc1ccncc1N. Yields the product CCOCCn1c(CN2CCN(CCNC(=S)Nc3cnccc3N)CC2)nc2cccnc21. As a reaction SMILES: [CH2:9]([CH3:10])[O:11][CH2:12][CH2:13][n:14]1[c:15]([CH2:23][N:24]2[CH2:25][CH2:26][N:27]([CH2:30][CH2:31][N:32]=[C:33]=[S:34])[CH2:28][CH2:29]2)[n:16][c:17]2[c:18]1[n:19][cH:20][cH:21][cH:22]2.[O:35]1[CH2:36][CH2:37][CH2:38][CH2:39]1.[n:1]1[cH:2][c:3]([NH2:8])[c:4]([NH2:7])[cH:5][cH:6]1>>[n:1]1[cH:2][c:3]([NH:8][C:33]([NH:32][CH2:31][CH2:30][N:27]2[CH2:26][CH2:25][N:24]([CH2:23][c:15]3[n:14]([CH2:13][CH2:12][O:11][CH2:9][CH3:10])[c:18]4[c:17]([n:16]3)[cH:22][cH:21][cH:20][n:19]4)[CH2:29][CH2:28]2)=[S:34])[c:4]([NH2:7])[cH:5][cH:6]1. Starting materials: N1=CC=CC=2C(=CC=CC12)O (quinolin-5-ol), C(=O)([O-])[O-].[K+].[K+] (K2CO3), IC(C)C (2-iodopropane). Solvent: CN(C)C=O (DMF). Conditions: temperature 80 celsius. Product: C(C)(C)OC1=C2C=CC=NC2=CC=C1 (5-isopropoxyquinoline). Yield: 91.0%. Reaction SMILES: [N:1]1[C:10]2[CH:9]=[CH:8][CH:7]=[C:6]([OH:11])[C:5]=2[CH:4]=[CH:3][CH:2]=1.C([O-])([O-])=O.[K+].[K+].I[CH:19]([CH3:21])[CH3:20]>CN(C=O)C>[CH:19]([O:11][C:6]1[CH:7]=[CH:8][CH:9]=[C:10]2[C:5]=1[CH:4]=[CH:3][CH:2]=[N:1]2)([CH3:21])[CH3:20] |f:1.2.3|. Reported procedure: To a mixture of quinolin-5-ol (2.00 g, 13.8 mmol) and K2CO3 (7.62 g, 55.1 mmol) in DMF (20 mL) was added 2-iodopropane (2.76 mL, 27.6 mmol). The reaction mixture was heated at 80° C. overnight before it was partitioned between EtOAc and water. The layers were separated and the aqueous layer was extracted with EtOAc (2×). The combined organic layers were washed with brine, dried over MgSO4 and concentrated to dryness. The crude material was purified by column chromatography (10-20% EtOAc-Hex) to ... The reactants are NC1=CC=C(C2=CC=CC=C12)C#N (1-Amino-4-cyanonaphthalene), C(#N)C1=CC=C(C2=CC=CC=C12)N=C=S (4-cyano-1-naphthyl isothiocyanate), Cl.NC1(CCCC1)CCl (1-amino-1-(chloromethyl)cyclopentane HCl salt), C(#N)C1=CC=C(C2=CC=CC=C12)N=C=S (4-cyano-1-naphthyl isothiocyanate). The product is C(#N)C1=CC=C(C2=CC=CC=C12)N=C1SC2(CN1)CCCC2 (2-(4-cyano-1-naphthylimino)-1-thia-3-azaspiro[4.4]nonane). As a reaction SMILES: [NH2:1][C:2]1[C:11]2[C:6](=[CH:7][CH:8]=[CH:9][CH:10]=2)[C:5]([C:12]#[N:13])=[CH:4][CH:3]=1.C(C1[C:25]2[C:20](=C[CH:22]=[CH:23][CH:24]=2)[C:19]([N:26]=[C:27]=[S:28])=CC=1)#N.Cl.NC1(CCl)CCCC1>>[C:12]([C:5]1[C:6]2[C:11](=[CH:10][CH:9]=[CH:8][CH:7]=2)[C:2]([N:1]=[C:27]2[NH:26][CH2:19][C:20]3([CH2:25][CH2:24][CH2:23][CH2:22]3)[S:28]2)=[CH:3][CH:4]=1)#[N:13] |f:2.3|. Reported procedure: 1-Amino-1-(hydroxymethyl)cyclopentane was synthesized as described in Method B1c. The 2-hydroxyethylamine was reacted with SOCl2 according to Method B7a to give 1-amino-1-(chloromethyl)cyclopentane HCl salt. 1-Amino-4-cyanonaphthalene was converted into 4-cyano-1-naphthyl isothiocyanate according to Method A2a, Step 3. The 2-chloroethylamine was reacted with 4-cyano-1-naphthyl isothiocyanate to Method C1a to give 2-(4-cyano-1-naphthylimino)-1-thia-3-azaspiro[4.4]nonane. The thiazolidine was reac... Starting materials: OC=1C=C2C(CC(OC2=CC1)C1=CC=C(C=C1)OC)=O (6-hydroxy-4'-methoxyflavanone), COC=1C=CC(=CC1)C=O (anisaldehyde), Cl (HCl). The solvent is C(C)O (ethanol). Run at time 3 hour. The product is COC1=CC=C(C=C2C(OC3=CC=C(C=C3C2=O)O)C2=CC=C(C=C2)OC)C=C1 (3-p-methoxybenzylidene-6-hydroxy-4'-methoxyflavanone). RXN SMILES: [OH:1][C:2]1[CH:3]=[C:4]2[C:9](=[CH:10][CH:11]=1)[O:8][CH:7]([C:12]1[CH:17]=[CH:16][C:15]([O:18][CH3:19])=[CH:14][CH:13]=1)[CH2:6][C:5]2=[O:20].[CH3:21][O:22][C:23]1[CH:24]=[CH:25][C:26]([CH:29]=O)=[CH:27][CH:28]=1.Cl>C(O)C>[CH3:21][O:22][C:23]1[CH:24]=[CH:25][C:26]([CH:29]=[C:6]2[C:5](=[O:20])[C:4]3[C:9](=[CH:10][CH:11]=[C:2]([OH:1])[CH:3]=3)[O:8][CH:7]2[C:12]2[CH:17]=[CH:16][C:15]([O:18][CH3:19])=[CH:14][CH:13]=2)=[CH:27][CH:28]=1. Procedure details: A hot solution of 27 g of 6-hydroxy-4'-methoxyflavanone and 13.6 g of anisaldehyde in 1,400 ml of ethanol is saturated with HCl and is left for 3 hours to cool; precipitation with water gives 3-p-methoxybenzylidene-6-hydroxy-4'-methoxyflavanone, m.p. 199°-201°. Reactants: CCCCO, CCOC(C)=O, CCN(C(C)C)C(C)C, Clc1ncnc2[nH]ncc12, NC1(C(=O)NC(CCO)c2ccc(Cl)cc2)CCNCC1. Product: NC1(C(=O)NC(CCO)c2ccc(Cl)cc2)CCN(c2ncnc3[nH]ncc23)CC1. RXN SMILES: [CH3:41][CH2:42][CH2:43][CH2:44][OH:45].[CH3:46][CH2:47][O:48][C:49]([CH3:50])=[O:51].[CH:1]([N:2]([CH2:3][CH3:4])[CH:5]([CH3:6])[CH3:7])([CH3:8])[CH3:9].[Cl:31][c:32]1[c:33]2[c:34]([n:35][cH:36][n:37]1)[nH:38][n:39][cH:40]2.[NH2:10][C:11]1([C:17](=[O:18])[NH:19][CH:20]([CH2:21][CH2:22][OH:23])[c:24]2[cH:25][cH:26][c:27]([Cl:30])[cH:28][cH:29]2)[CH2:12][CH2:13][NH:14][CH2:15][CH2:16]1>>[NH2:10][C:11]1([C:17](=[O:18])[NH:19][CH:20]([CH2:21][CH2:22][OH:23])[c:24]2[cH:25][cH:26][c:27]([Cl:30])[cH:28][cH:29]2)[CH2:12][CH2:13][N:14]([c:32]2[c:33]3[c:34]([n:35][cH:36][n:37]2)[nH:38][n:39][cH:40]3)[CH2:15][CH2:16]1. Reactants: ClC1=NC2=CC=CC=C2C(=N1)Cl (2,4-dichloroquinazoline), CC1CCC(CC1)N (4-methylcyclohexylamine), CC1=NNC(=C1)C (3,5-dimethylpyrazole). The product is Cl.CC1=NN(C(=C1)C)C1=NC2=CC=CC=C2C(=N1)NC1CCC(CC1)C ([2-(3,5-Dimethyl-pyrazol-1-yl)-quinazolin-4-yl]-(4-methyl-cyclohexyl)-amine, Hydrochloride). RXN SMILES: [Cl:1][C:2]1[N:11]=[C:10](Cl)[C:9]2[C:4](=[CH:5][CH:6]=[CH:7][CH:8]=2)[N:3]=1.[CH3:13][CH:14]1[CH2:19][CH2:18][CH:17]([NH2:20])[CH2:16][CH2:15]1.[CH3:21][C:22]1[CH:26]=[C:25]([CH3:27])[NH:24][N:23]=1>>[ClH:1].[CH3:21][C:22]1[CH:26]=[C:25]([CH3:27])[N:24]([C:2]2[N:11]=[C:10]([NH:20][CH:17]3[CH2:18][CH2:19][CH:14]([CH3:13])[CH2:15][CH2:16]3)[C:9]3[C:4](=[CH:5][CH:6]=[CH:7][CH:8]=3)[N:3]=2)[N:23]=1 |f:3.4|. Reported procedure: Was prepared according to Method A from 2,4-dichloroquinazoline, 4-methylcyclohexylamine and 3,5-dimethylpyrazole. Mp. 80.4-81.6° C.